Dataset: the Open Reaction Database (ORD), a public repository of structured organic reaction records. Task: describe an organic reaction: reactants, conditions, products, and yield The reactants are CCN(CC)CC(=NO)c1cccc2ccccc12, CCO, Cl, [H][H], O, [Sn]. Product: CCN(CC)CC(N)c1cccc2ccccc12. Reaction SMILES: [CH2:1]([CH3:2])[N:3]([CH2:4][C:5](=[N:6][OH:7])[c:8]1[cH:9][cH:10][cH:11][c:12]2[cH:13][cH:14][cH:15][cH:16][c:17]12)[CH2:18][CH3:19].[CH3:23][CH2:24][OH:25].[ClH:26].[H:21][H:22].[OH2:27].[Sn:20]>>[CH2:1]([CH3:2])[N:3]([CH2:4][CH:5]([NH2:6])[c:8]1[cH:9][cH:10][cH:11][c:12]2[cH:13][cH:14][cH:15][cH:16][c:17]12)[CH2:18][CH3:19]. The reactants are COC(C(NC([C@@H](NC(=O)OCC1=CC=CC=C1)CC1=CC=CC2=CC=CC=C12)=O)CC=1N=CSC1)=O (N-benzyloxycarbonyl-3-(1-naphthyl)-L-alanyl-3-(4-thiazolyl)-DL-alanine methyl ester), O.NN (hydrazine hydrate). The yield is 90.4%. RXN SMILES: C[O:2][C:3](=O)[CH:4]([CH2:31][C:32]1[N:33]=[CH:34][S:35][CH:36]=1)[NH:5][C:6](=[O:30])[C@H:7]([CH2:19][C:20]1[C:29]2[C:24](=[CH:25][CH:26]=[CH:27][CH:28]=2)[CH:23]=[CH:22][CH:21]=1)[NH:8][C:9]([O:11][CH2:12][C:13]1[CH:18]=[CH:17][CH:16]=[CH:15][CH:14]=1)=[O:10].O.[NH2:39][NH2:40]>CN(C)C=O>[CH2:12]([O:11][C:9]([NH:8][C@H:7]([C:6]([NH:5][CH:4]([C:3]([NH:39][NH2:40])=[O:2])[CH2:31][C:32]1[N:33]=[CH:34][S:35][CH:36]=1)=[O:30])[CH2:19][C:20]1[C:29]2[C:24](=[CH:25][CH:26]=[CH:27][CH:28]=2)[CH:23]=[CH:22][CH:21]=1)=[O:10])[C:13]1[CH:18]=[CH:17][CH:16]=[CH:15][CH:14]=1 |f:1.2|. Conditions: time 8 hour. Yields the product C(C1=CC=CC=C1)OC(=O)N[C@@H](CC1=CC=CC2=CC=CC=C12)C(=O)NC(CC=1N=CSC1)C(=O)NN (N-Benzyloxycarbonyl-3-(1-naphthyl)-L-alanyl-3-(4-thiazolyl)-DL-alanine hydrazide). Run in CN(C=O)C (dimethylformamide). Procedure details: 2.10 g (4.06 mmole) of this ester were dissolved in 20 ml of dimethylformamide, and then 2.00 g (40.0 mmole) of hydrazine hydrate were added; the mixture was stirred overnight at room temperature. This reaction product was condensed by evaporation under reduced pressure, and then water was added to the residue. The precipitating crystals were collected by filtration, washed with hexane and diethyl ether and dried, to yield 1.90 g (90.5%) of the title compound. The reactants are ClC=1C=CC(=C2N3C(=NC21)N(CCC3)C3=C(C=C(C=C3)Cl)Cl)C(=O)OC (methyl 9-chloro-1-(2,4-dichlorophenyl)-1,2,3,4-tetrahydropyrimido[1,2-a]benzimidazole-6-carboxylate), C(CC)[Mg]Br (n-propylmagnesium bromide), O1CCCC1 (tetrahydrofuran). Conditions: temperature 60 celsius, time 14 hour. Yields the product ClC1=CC=C(C=2N3C(=NC21)N(CCC3)C3=C(C=C(C=C3)Cl)Cl)C(CCC)(CCC)O (4-[9-Chloro-1-(2,4-dichlorophenyl)-1,2,3,4-tetrahydropyrimido[1,2-a]benzimidazol-6-yl]heptan-4-ol). The yield is 26.0%. As a reaction SMILES: [Cl:1][C:2]1[CH:3]=[CH:4][C:5]([C:23]([O:25]C)=O)=[C:6]2[C:10]=1[N:9]=[C:8]1[N:11]([C:15]3[CH:20]=[CH:19][C:18]([Cl:21])=[CH:17][C:16]=3[Cl:22])[CH2:12][CH2:13][CH2:14][N:7]21.[CH2:27]([Mg]Br)[CH2:28][CH3:29].O1C[CH2:35][CH2:34][CH2:33]1>>[Cl:1][C:2]1[C:10]2[N:9]=[C:8]3[N:11]([C:15]4[CH:20]=[CH:19][C:18]([Cl:21])=[CH:17][C:16]=4[Cl:22])[CH2:12][CH2:13][CH2:14][N:7]3[C:6]=2[C:5]([C:23]([OH:25])([CH2:33][CH2:34][CH3:35])[CH2:27][CH2:28][CH3:29])=[CH:4][CH:3]=1. Reported procedure: To a solution of methyl 9-chloro-1-(2,4-dichlorophenyl)-1,2,3,4-tetrahydropyrimido[1,2-a]benzimidazole-6-carboxylate (200.0 mg, 0.487 mmol) in tetrahydrofuran (3.0 mL) was added n-propylmagnesium bromide (1.0 M solution in tetrahydrofuran, 2.44 mL, 2.435 mmol). The reaction mixture was stirred at 60° C. for 14 hrs. After cooling, the mixture was quenched with aqueous saturated ammonium chloride and extracted with ethyl acetate (×3). The combined organic layer was washed with brine, dried over an...